From a dataset of the Open Reaction Database (ORD), a public repository of structured organic reaction records. describe an organic reaction: reactants, conditions, products, and yield The reactants are BrC(C)C1(OCCCO1)C1=CC2=CC=C(C=C2C=C1)OC (2-(1-bromoethyl)-2-(6-methoxy-2-naphthyl)-1,3-dioxane), C(C)(=O)[O-].[K+] (potassium acetate). Run in C(=O)N (formamide). Conditions: temperature 170 celsius, time 2.5 hour. The product is COC=1C=C2C=CC(=CC2=CC1)C(C(=O)O)C (2-(6-methoxy-2-naphthyl)-propionic acid). Yield: 53.0%. Reaction SMILES: Br[CH:2]([C:4]1([C:10]2[CH:19]=[CH:18][C:17]3[C:12](=[CH:13][CH:14]=[C:15]([O:20][CH3:21])[CH:16]=3)[CH:11]=2)OCCCO1)C.[C:22]([O-:25])(=[O:24])C.[K+]>C(N)=O>[CH3:21][O:20][C:15]1[CH:16]=[C:17]2[C:12](=[CH:13][CH:14]=1)[CH:11]=[C:10]([CH:4]([CH3:2])[C:22]([OH:25])=[O:24])[CH:19]=[CH:18]2 |f:1.2|. Reported procedure: A mixture of 2-(1-bromoethyl)-2-(6-methoxy-2-naphthyl)-1,3-dioxane (3.79 g; 10 mmol), potassium acetate (1.2 g; 12 mmol) and formamide (50 ml) is heated at 170° C. under stirring for 2.5 h. The reaction mixture is worked up as described in example 1a to provide 2-(6-methoxy-2-naphthyl)-propionic acid (yield 53%). The reactants are Br, CC(=O)O, Nc1ccc(OC(F)(F)F)c(Cl)c1, [Cu]Br, O=N[O-], [Na+], O, O=S(=O)(O)O. Yields the product FC(F)(F)Oc1ccc(Br)cc1Cl. As a reaction SMILES: [BrH:18].[CH3:19][C:20](=[O:21])[OH:22].[Cl:1][c:2]1[cH:3][c:4]([NH2:5])[cH:6][cH:7][c:8]1[O:9][C:10]([F:11])([F:12])[F:13].[Cu:29][Br:30].[N:14]([O-:15])=[O:16].[Na+:17].[OH2:28].[S:23](=[O:24])(=[O:25])([OH:26])[OH:27]>>[Cl:1][c:2]1[cH:3][c:4]([Br:18])[cH:6][cH:7][c:8]1[O:9][C:10]([F:11])([F:12])[F:13]. Yield: 162.5%. Reported procedure: Synthesis was performed from (2S)-2-({(2S)-2-[(tert-butoxycarbonyl)amino]-3-phenylpropanoyl}amino)-3-[3-(methoxycarbonyl)-4-(2-methoxy-2-oxoethoxy)phenyl]propanoic acid (45 mg) and N-(5-aminopentyl)-benzenesulphonamide malonate (45 mg, 0.08 mmol) according to Method C with HPLC purification to give the title compound (4.2 mg, 0.13 mmol). 1H-NMR (400 MHz, CD3OD) δ 0.97 (m, 1H) 1.16-1.49 (m, 16H) 2.73-3.16 (m, 6H) 4.26 (m, 1H) 4.50 (m, 1H) 4.68 (s, 2H) 7.09-7.9 (m, 13H); HRMS 754.2859 (calc of mon... The product is C(C)(C)(C)OC(=O)N[C@@H](C(=O)N[C@@H](CC=1C=CC(=C(C(=O)O)C1)OCC(=O)O)C(NCCCCCNS(=O)(=O)C1=CC=CC=C1)=O)CC1=CC=CC=C1 (5-[(2S)-2-({(2R)-2-[(tert-Butoxycarbonyl)amino]-3-phenylpropanoyl}amino)-3-oxo-3-({5-[(phenylsulfonyl)amino]pentyl}amino)propyl]-2-(carboxymethoxy)benzoic Acid). RXN SMILES: [C:1]([O:5][C:6]([NH:8][C@@H:9]([CH2:34][C:35]1[CH:40]=[CH:39][CH:38]=[CH:37][CH:36]=1)[C:10]([NH:12][C@@H:13]([CH2:17][C:18]1[CH:23]=[CH:22][C:21]([O:24][CH2:25][C:26]([O:28]C)=[O:27])=[C:20]([C:30]([O:32]C)=[O:31])[CH:19]=1)[C:14](O)=[O:15])=[O:11])=[O:7])([CH3:4])([CH3:3])[CH3:2].C(O)(=O)CC(O)=O.[NH2:48][CH2:49][CH2:50][CH2:51][CH2:52][CH2:53][NH:54][S:55]([C:58]1[CH:63]=[CH:62][CH:61]=[CH:60][CH:59]=1)(=[O:57])=[O:56]>>[C:1]([O:5][C:6]([NH:8][C@H:9]([CH2:34][C:35]1[CH:40]=[CH:39][CH:38]=[CH:37][CH:36]=1)[C:10]([NH:12][C@H:13]([C:14](=[O:15])[NH:48][CH2:49][CH2:50][CH2:51][CH2:52][CH2:53][NH:54][S:55]([C:58]1[CH:63]=[CH:62][CH:61]=[CH:60][CH:59]=1)(=[O:57])=[O:56])[CH2:17][C:18]1[CH:23]=[CH:22][C:21]([O:24][CH2:25][C:26]([OH:28])=[O:27])=[C:20]([CH:19]=1)[C:30]([OH:32])=[O:31])=[O:11])=[O:7])([CH3:4])([CH3:2])[CH3:3] |f:1.2|. Starting materials: C(C)(C)(C)OC(=O)N[C@H](C(=O)N[C@H](C(=O)O)CC1=CC(=C(C=C1)OCC(=O)OC)C(=O)OC)CC1=CC=CC=C1 ((2S)-2-({(2S)-2-[(tert-butoxycarbonyl)amino]-3-phenylpropanoyl}amino)-3-[3-(methoxycarbonyl)-4-(2-methoxy-2-oxoethoxy)phenyl]propanoic acid), C(CC(=O)O)(=O)O.NCCCCCNS(=O)(=O)C1=CC=CC=C1 (N-(5-aminopentyl)-benzenesulphonamide malonate). Reactants: CC(C)(C)OC(=O)N1CCN(c2ccc(-c3nonc3NC(=O)OCC(Cl)(Cl)Cl)cc2)CC1, CC(C)OC(=O)N=NC(=O)OC(C)C, CN(C)C=O, O, COC(=O)C(O)CC(C)C, c1ccc(P(c2ccccc2)c2ccccc2)cc1. Yields the product COC(=O)C(CC(C)C)N(C(=O)OCC(Cl)(Cl)Cl)c1nonc1-c1ccc(N2CCN(C(=O)OC(C)(C)C)CC2)cc1. Reaction SMILES: [Cl:1][C:2]([CH2:3][O:4][C:5](=[O:6])[NH:7][c:8]1[c:9](-[c:13]2[cH:14][cH:15][c:16]([N:19]3[CH2:20][CH2:21][N:22]([C:25](=[O:26])[O:27][C:28]([CH3:29])([CH3:30])[CH3:31])[CH2:23][CH2:24]3)[cH:17][cH:18]2)[n:10][o:11][n:12]1)([Cl:32])[Cl:33].[O:63]=[C:64]([O:65][CH:66]([CH3:67])[CH3:68])[N:69]=[N:70][C:71]([O:72][CH:73]([CH3:74])[CH3:75])=[O:76].[O:77]=[CH:78][N:79]([CH3:80])[CH3:81].[OH2:82].[OH:34][CH:35]([C:36](=[O:37])[O:38][CH3:39])[CH2:40][CH:41]([CH3:42])[CH3:43].[c:44]1([P:45]([c:46]2[cH:47][cH:48][cH:49][cH:50][cH:51]2)[c:52]2[cH:53][cH:54][cH:55][cH:56][cH:57]2)[cH:58][cH:59][cH:60][cH:61][cH:62]1>>[Cl:1][C:2]([CH2:3][O:4][C:5](=[O:6])[N:7]([c:8]1[c:9](-[c:13]2[cH:14][cH:15][c:16]([N:19]3[CH2:20][CH2:21][N:22]([C:25](=[O:26])[O:27][C:28]([CH3:29])([CH3:30])[CH3:31])[CH2:23][CH2:24]3)[cH:17][cH:18]2)[n:10][o:11][n:12]1)[CH:35]([C:36](=[O:37])[O:38][CH3:39])[CH2:40][CH:41]([CH3:42])[CH3:43])([Cl:32])[Cl:33]. Reactants: C1(=CC=CC=C1)P(C1=CC=CC=C1)C1=CC=CC=C1 (triphenylphosphine), BrBr (bromine), BrBr (bromine), C(C)(C)(C)C=1C=C(C=C(C1)C(C)(C)C)O (3,5-di-tertbutylphenol). Run in C(C)#N (acetonitrile), C(C)#N (acetonitrile). The product is BrC1=CC(=CC(=C1)C(C)(C)C)C(C)(C)C (1-bromo-3,5-di-tertbutylbenzene). RXN SMILES: C1(P(C2C=CC=CC=2)C2C=CC=CC=2)C=CC=CC=1.[Br:20]Br.[C:22]([C:26]1[CH:27]=[C:28](O)[CH:29]=[C:30]([C:32]([CH3:35])([CH3:34])[CH3:33])[CH:31]=1)([CH3:25])([CH3:24])[CH3:23]>C(#N)C>[Br:20][C:28]1[CH:27]=[C:26]([C:22]([CH3:25])([CH3:24])[CH3:23])[CH:31]=[C:30]([C:32]([CH3:35])([CH3:34])[CH3:33])[CH:29]=1. Procedure: A 1000 mL three-neck, round-bottom flask was equipped with a mechanical stirrer, a pressure-compensating dropping funnel, and a reflux condenser. A nitrogen gas flow adapter with overpressure valve was attached on top of the reflux condenser. A slight nitrogen flow guaranteed an inert gas atmosphere in the apparatus. The flask was charged with 181 g triphenylphosphine (690 mmol) and 160 mL acetonitrile (HPLC grade). The white suspension was cooled in an ice bath for 15 minutes. While stirring, d...